This data is from the Open Reaction Database (ORD), a public repository of structured organic reaction records. The task is: describe an organic reaction: reactants, conditions, products, and yield The reactants are C=C1C2=C(C(CC3=C1C=CC=C3)=O)C=CC=C2 (5-methylene-10-oxo-10,11-dihydro-5H-dibenzo[a,d]cycloheptene), Cl.NO (hydroxylamine hydrochloride), C(C)(=O)[O-].[Na+] (sodium acetate). The solvent is CO (methanol). The product is ON=C1CC2=C(C(C3=C1C=CC=C3)=C)C=CC=C2 (10-hydroxyimino-5-methylene-10,11-dihydro-5H-dibenzo[a,d]cycloheptene). Yield: 95.3%. Reaction SMILES: [CH2:1]=[C:2]1[C:8]2[CH:9]=[CH:10][CH:11]=[CH:12][C:7]=2[CH2:6][C:5](=O)[C:4]2[CH:14]=[CH:15][CH:16]=[CH:17][C:3]1=2.Cl.[NH2:19][OH:20].C([O-])(=O)C.[Na+]>CO>[OH:20][N:19]=[C:5]1[C:4]2[CH:14]=[CH:15][CH:16]=[CH:17][C:3]=2[C:2](=[CH2:1])[C:8]2[CH:9]=[CH:10][CH:11]=[CH:12][C:7]=2[CH2:6]1 |f:1.2,3.4|. Procedure details: A mixture of 16.5 g of the oxo-compound from Step C, 6.6 g of hydroxylamine hydrochloride, 8.2 of sodium acetate and 300 ml of methanol was heated under reflux for 5 hours. The solvent was evaporated and the residue was treated with 250 ml of water. The mixture was extracted with 3×150 ml of ether, and the extract was dried, filtered, and evaporated to give 16.8 g of 10-hydroxyimino-5-methylene-10,11-dihydro-5H-dibenzo[a,d]cycloheptene, m.p. 156°-160° C.